Dataset: the Open Reaction Database (ORD), a public repository of structured organic reaction records. Task: describe an organic reaction: reactants, conditions, products, and yield The reactants are CN(C)C=O, CCc1ccc2c(-c3cccc(Cl)c3)c(C(=O)O)c(-c3ccco3)nn12, O=C(Cl)C(=O)Cl, ClCCl. Yields the product CCc1ccc2c(-c3cccc(Cl)c3)c(C(=O)Cl)c(-c3ccco3)nn12. RXN SMILES: [CH3:27][N:28]([CH3:29])[CH:30]=[O:31].[Cl:1][c:2]1[cH:3][c:4](-[c:8]2[c:9]3[n:10]([n:11][c:12](-[c:17]4[o:18][cH:19][cH:20][cH:21]4)[c:13]2[C:14](=[O:15])[OH:16])[c:22]([CH2:25][CH3:26])[cH:23][cH:24]3)[cH:5][cH:6][cH:7]1.[Cl:32][C:33]([C:34]([Cl:35])=[O:36])=[O:37].[Cl:38][CH2:39][Cl:40]>>[Cl:1][c:2]1[cH:3][c:4](-[c:8]2[c:9]3[n:10]([n:11][c:12](-[c:17]4[o:18][cH:19][cH:20][cH:21]4)[c:13]2[C:14](=[O:16])[Cl:32])[c:22]([CH2:25][CH3:26])[cH:23][cH:24]3)[cH:5][cH:6][cH:7]1. The reactants are ( k ), ( a ), C(C)(=O)OCC (ethyl acetate), O1CCCC1 (tetrahydrofuran), C(C(C)C)C(=O)C (methyl isobutyl ketone), C(C)C(=O)C (methyl ethyl ketone). Run in CC(=O)C (acetone), C(C)(C)(C)OC (methyl tert-butyl ether), O1CCOCC1 (dioxane), C(C)#N (acetonitrile), C(C)O (ethanol), CO (methanol), [N+](=O)([O-])C (nitromethane). The product is C(C)(=O)OC(C)C (isopropyl acetate), C1(=CC=CC=C1)OC (anisole), heptanes. As a reaction SMILES: [C:1]([O:4][CH2:5][CH3:6])(=[O:3])[CH3:2].O1CCC[CH2:8]1.[CH2:12]([C:16](C)=O)[CH:13](C)[CH3:14].C(C(C)=O)C>CC(C)=O.C(OC)(C)(C)C.O1CCOCC1.C(#N)C.C(O)C.CO.[N+](C)([O-])=O>[C:1]([O:4][CH:5]([CH3:8])[CH3:6])(=[O:3])[CH3:2].[C:5]1([O:4][CH3:1])[CH:6]=[CH:14][CH:13]=[CH:12][CH:16]=1. Reported procedure: In some embodiments, the crystalline Form A has an X-Ray powder diffraction (XRPD) pattern substantially the same as shown in FIG. 1. In some embodiments, the crystalline Form A has an X-ray powder diffraction (XRPD) pattern with characteristic peaks at 5.7±0.1° 2-Theta, 13.6±0.1° 2-Theta, 16.1±0.1° 2-Theta, 18.9±0.1° 2-Theta, 21.3±0.1° 2-Theta, and 21.6±0.1° 2-Theta. In some embodiments, the crystalline Form A has substantially the same X-ray powder diffraction (XRPD) pattern post storage at 40... Starting materials: COC1=C(CN[C@@H]2[C@@H](NCCC2)C2=CC=CC=C2)C=C(C=C1)CC(F)(F)F ((2S,3S)-3-(2-Methoxy-5-(2,2,2-trifluoroethyl)benzyl)amino-2-phenylpiperidine), Cl.Cl.FC(C)(F)C=1C=CC(=C(CN[C@@H]2[C@@H](NCCC2)C2=CC=CC=C2)C1)OC(F)(F)F ((2S,3S)-3-(5-(1,1-Difluoroethyl)-2-(trifluoromethoxy)benzyl)amino-2-phenylpiperidine dihydrochloride). The product is Cl.Cl.COC1=C(CN[C@@H]2[C@@H](NCCC2)C2=CC=CC=C2)C=C(C=C1)CC(F)(F)F ((2S,3S)-3-(2-Methoxy-5-(2,2,2-trifluoroethyl)benzyl)amino-2-phenylpiperidine dihydrochloride). RXN SMILES: [CH3:1][O:2][C:3]1[CH:22]=[CH:21][C:20]([CH2:23][C:24]([F:27])([F:26])[F:25])=[CH:19][C:4]=1[CH2:5][NH:6][C@H:7]1[CH2:12][CH2:11][CH2:10][NH:9][C@H:8]1[C:13]1[CH:18]=[CH:17][CH:16]=[CH:15][CH:14]=1.[ClH:28].Cl.FC(C1C=CC(OC(F)(F)F)=C(C=1)CN[C@H]1CCCN[C@H]1C1C=CC=CC=1)(F)C>>[ClH:28].[ClH:28].[CH3:1][O:2][C:3]1[CH:22]=[CH:21][C:20]([CH2:23][C:24]([F:27])([F:26])[F:25])=[CH:19][C:4]=1[CH2:5][NH:6][C@H:7]1[CH2:12][CH2:11][CH2:10][NH:9][C@H:8]1[C:13]1[CH:18]=[CH:17][CH:16]=[CH:15][CH:14]=1 |f:1.2.3,4.5.6|. Procedure details: This compound was prepared from Compound 48 in the same manner of Compound 28. Starting materials: C=1C=CC2=C(C1)C(=O)C3=CC(=C(C(=C3C2=O)O)O)S(=O)(=O)[O-].[Na+] (Alizarin red S), [Na+].[Cl-] (NaCl), C=O (paraformaldehyde). Reaction conditions: time 5 minute. Product: C1=CC=C2C(=C1)C(=O)C3=C(C2=O)C(=C(C=C3)O)O (Alizarin). RXN SMILES: [CH:1]1[CH:2]=[CH:3][C:4]2[C:15](=[O:16])[C:14]3[C:9](=[CH:10][C:11](S([O-])(=O)=O)=[C:12]([OH:18])[C:13]=3[OH:17])[C:7](=[O:8])[C:5]=2[CH:6]=1.[Na+].[Na+].[Cl-].C=O>>[CH:1]1[CH:6]=[C:5]2[C:7]([C:9]3[CH:10]=[CH:11][C:12]([OH:18])=[C:13]([OH:17])[C:14]=3[C:15](=[O:16])[C:4]2=[CH:3][CH:2]=1)=[O:8] |f:0.1,2.3|. Reported procedure: Alizarin red S (Wako Pure Chemical Industries Co., Ltd.) was adjusted to have 0.9% NaCl (pH 4.2). The cells were dyed with the stain for 5 minutes, then, fixed with 4% paraformaldehyde, and observed with a microscope. Reactants: [Na] (sodium), C(\C=C/C(=O)O)(=O)O (maleic acid), oil, CC(CCO)C (3-methyl butanol), ClC=1C=2C(N=C(C1)C1=CC=CC=C1)=NN(C2)C (4-chloro-2-methyl-6-phenyl-2H-pyrazolo[3,4-b]pyridine). Run in O (water), CCOCC (ether), CCOCC (ether). Conditions: time 8 hour. Yields the product C(\C=C/C(=O)O)(=O)O.CN1N=C2N=C(C=C(C2=C1)OCCC(C)C)C1=CC=CC=C1 (2-Methyl-4-(3-methylbutoxy)-6-phenyl-2H-pyrazolo[3,4-b]pyridine maleate). Reaction SMILES: [Na].[CH3:2][CH:3]([CH3:7])[CH2:4][CH2:5][OH:6].Cl[C:9]1[C:10]2[C:11](=[N:21][N:22]([CH3:24])[CH:23]=2)[N:12]=[C:13]([C:15]2[CH:20]=[CH:19][CH:18]=[CH:17][CH:16]=2)[CH:14]=1.[C:25]([OH:32])(=[O:31])/[CH:26]=[CH:27]\[C:28]([OH:30])=[O:29]>CCOCC.O>[C:25]([OH:32])(=[O:31])/[CH:26]=[CH:27]\[C:28]([OH:30])=[O:29].[CH3:24][N:22]1[CH:23]=[C:10]2[C:11]([N:12]=[C:13]([C:15]3[CH:16]=[CH:17][CH:18]=[CH:19][CH:20]=3)[CH:14]=[C:9]2[O:6][CH2:5][CH2:4][CH:3]([CH3:7])[CH3:2])=[N:21]1 |f:6.7,^1:0|. Procedure: To a solution of 1.61 g. of sodium (0.07 mol.) in 200 ml. of 3-methyl butanol, 17.1 g. of 4-chloro-2-methyl-6-phenyl-2H-pyrazolo[3,4-b]pyridine (0.07 mol.) are added and the mixture is refluxed for six hours while stirring. The cooled solution is agitated with water, the organic layer dried and then evaporated in vacuo to give 20 g. (97%) of oil. To 18.5 g. of the oil (0.063 mol.), dissolved in 50 ml. of ether, a solution of 14.6 g. of maleic acid (0.126 mol.) in 500 ml. of ether is added. The p... Reaction SMILES: [Cl:1][C:2]1[C:3]([CH3:24])=[C:4]([N+:21]([O-])=O)[CH:5]=[C:6]([CH3:20])[C:7]=1[O:8][C:9]1[C:18]2[C:13](=[CH:14][CH:15]=[CH:16][CH:17]=2)[C:12]([Cl:19])=[CH:11][CH:10]=1.[H][H]>C1(C)C=CC=CC=1.[Pt]>[Cl:1][C:2]1[C:3]([CH3:24])=[C:4]([CH:5]=[C:6]([CH3:20])[C:7]=1[O:8][C:9]1[C:18]2[C:13](=[CH:14][CH:15]=[CH:16][CH:17]=2)[C:12]([Cl:19])=[CH:11][CH:10]=1)[NH2:21]. Reported procedure: Into a solution containing 13.8 grams (38.1 mmol) of 3-chloro-4-(4-chloro-1-naphthoxy)- 2,5-dimethyl-1-nitrobenzene prepared in Part A in 400 milliliters of toluene was added 2.0 grams of a 5% platinum on carbon catalyst. The resulting mixture was placed in a one liter rocking Parr hydrogenation vessel. Hydrogen was introduced into the vessel to a pressure of 120 psi, The hydrogen pressure was maintained between 100-120 psi until hydrogen uptake ceased. The contents of the reactor vessel were th... Reagents/catalysts: [Pt] (platinum on carbon). Product: ClC=1C(=C(N)C=C(C1OC1=CC=C(C2=CC=CC=C12)Cl)C)C (3-chloro-4-(4-chloro-1-naphthoxy)-2,5-dimethyl-aniline). Isolated yield 91.6%. The reactants are ClC=1C(=C(C=C(C1OC1=CC=C(C2=CC=CC=C12)Cl)C)[N+](=O)[O-])C (3-chloro-4-(4-chloro-1-naphthoxy)- 2,5-dimethyl-1-nitrobenzene), [H][H] (Hydrogen), [H][H] (hydrogen), [H][H] (hydrogen). The solvent is C1(=CC=CC=C1)C (toluene).